Dataset: the Open Reaction Database (ORD), a public repository of structured organic reaction records. Task: describe an organic reaction: reactants, conditions, products, and yield The reactants are CCOC(=O)N(Cc1ccc(C)nc1)c1cc(Br)nc(N)c1[N+](=O)[O-], COCc1cocn1, [Cl-], [Cl-], [Pd+2], c1ccc(P(c2ccccc2)c2ccccc2)cc1, c1ccc(P(c2ccccc2)c2ccccc2)cc1. Yields the product CCOC(=O)N(Cc1ccc(C)nc1)c1cc(-c2nc(COC)co2)nc(N)c1[N+](=O)[O-]. Reaction SMILES: [CH2:9]([CH3:10])[O:11][C:12]([N:13]([CH2:14][c:15]1[cH:16][n:17][c:18]([CH3:21])[cH:19][cH:20]1)[c:22]1[c:23]([N+:30](=[O:31])[O-:32])[c:24]([NH2:29])[n:25][c:26]([Br:28])[cH:27]1)=[O:33].[CH3:1][O:2][CH2:3][c:4]1[n:5][cH:6][o:7][cH:8]1.[Cl-:34].[Cl-:35].[Pd+2:74].[c:36]1([P:37]([c:38]2[cH:39][cH:40][cH:41][cH:42][cH:43]2)[c:44]2[cH:45][cH:46][cH:47][cH:48][cH:49]2)[cH:50][cH:51][cH:52][cH:53][cH:54]1.[c:55]1([P:56]([c:57]2[cH:58][cH:59][cH:60][cH:61][cH:62]2)[c:63]2[cH:64][cH:65][cH:66][cH:67][cH:68]2)[cH:69][cH:70][cH:71][cH:72][cH:73]1>>[CH3:1][O:2][CH2:3][c:4]1[n:5][c:6](-[c:26]2[n:25][c:24]([NH2:29])[c:23]([N+:30](=[O:31])[O-:32])[c:22]([N:13]([C:12]([O:11][CH2:9][CH3:10])=[O:33])[CH2:14][c:15]3[cH:16][n:17][c:18]([CH3:21])[cH:19][cH:20]3)[cH:27]2)[o:7][cH:8]1. Reactants: O=C(OCc1ccccc1)N1CCC(C(=O)O)(c2ccc3ccccc3c2)CC1, ClCCl, O=C(O)C(F)(F)F. Yields the product O=CC1(c2ccc3ccccc3c2)CCN(C(=O)OCc2ccccc2)CC1. As a reaction SMILES: [CH2:1]([c:2]1[cH:3][cH:4][cH:5][cH:6][cH:7]1)[O:8][C:9](=[O:10])[N:11]1[CH2:12][CH2:13][C:14]([C:17](=[O:18])[OH:19])([c:20]2[cH:21][c:22]3[cH:23][cH:24][cH:25][cH:26][c:27]3[cH:28][cH:29]2)[CH2:15][CH2:16]1.[Cl:37][CH2:38][Cl:39].[OH:30][C:31]([C:32]([F:33])([F:34])[F:35])=[O:36]>>[CH2:1]([c:2]1[cH:3][cH:4][cH:5][cH:6][cH:7]1)[O:8][C:9](=[O:10])[N:11]1[CH2:12][CH2:13][C:14]([CH:17]=[O:18])([c:20]2[cH:21][c:22]3[cH:23][cH:24][cH:25][cH:26][c:27]3[cH:28][cH:29]2)[CH2:15][CH2:16]1. The reactants are BrCCCBr, CS(C)=O, COC(=O)c1cccc(CC#N)c1Cl, [H-], [Na+], O. Yields the product COC(=O)c1cccc(C2(C#N)CCC2)c1Cl. RXN SMILES: [Br:17][CH2:18][CH2:19][CH2:20][Br:21].[CH3:23][S:24]([CH3:25])=[O:26].[Cl:1][c:2]1[c:3]([C:4](=[O:5])[O:6][CH3:7])[cH:8][cH:9][cH:10][c:11]1[CH2:12][C:13]#[N:14].[H-:15].[Na+:16].[OH2:22]>>[Cl:1][c:2]1[c:3]([C:4](=[O:5])[O:6][CH3:7])[cH:8][cH:9][cH:10][c:11]1[C:12]1([C:13]#[N:14])[CH2:18][CH2:19][CH2:20]1. The reactants are [Br-], CCOC(=O)c1ccc(C[P+](c2ccccc2)(c2ccccc2)c2ccccc2)cc1, CC(C)(C)[O-], [K+], C1CCOC1, COc1ccc(COCC(=O)Cn2ccnc2)cc1. Product: CCOC(=O)c1ccc(C=C(COCc2ccc(OC)cc2)Cn2ccnc2)cc1. RXN SMILES: [Br-:1].[CH2:2]([CH3:3])[O:4][C:5](=[O:6])[c:7]1[cH:8][cH:9][c:10]([CH2:13][P+:14]([c:15]2[cH:16][cH:17][cH:18][cH:19][cH:20]2)([c:21]2[cH:22][cH:23][cH:24][cH:25][cH:26]2)[c:27]2[cH:28][cH:29][cH:30][cH:31][cH:32]2)[cH:11][cH:12]1.[CH3:33][C:34]([CH3:35])([O-:36])[CH3:37].[K+:38].[O:58]1[CH2:59][CH2:60][CH2:61][CH2:62]1.[n:39]1([CH2:44][C:45]([CH2:46][O:47][CH2:48][c:49]2[cH:50][cH:51][c:52]([O:55][CH3:56])[cH:53][cH:54]2)=[O:57])[cH:40][n:41][cH:42][cH:43]1>>[CH2:2]([CH3:3])[O:4][C:5](=[O:6])[c:7]1[cH:8][cH:9][c:10]([CH:13]=[C:45]([CH2:44][n:39]2[cH:40][n:41][cH:42][cH:43]2)[CH2:46][O:47][CH2:48][c:49]2[cH:50][cH:51][c:52]([O:55][CH3:56])[cH:53][cH:54]2)[cH:11][cH:12]1.